From a dataset of the Open Reaction Database (ORD), a public repository of structured organic reaction records. describe an organic reaction: reactants, conditions, products, and yield Starting materials: CC(C)(C)C#CC=CCBr, CNCc1ccccc1-c1ccccc1, CN(C)C=O, [Na+], [Na+], O=C([O-])[O-]. RXN SMILES: [Br:22][CH2:23][CH:24]=[CH:25][C:26]#[C:27][C:28]([CH3:29])([CH3:30])[CH3:31].[CH3:1][NH:2][CH2:3][c:4]1[c:5](-[c:10]2[cH:11][cH:12][cH:13][cH:14][cH:15]2)[cH:6][cH:7][cH:8][cH:9]1.[CH3:32][N:33]([CH3:34])[CH:35]=[O:36].[Na+:16].[Na+:17].[O-:18][C:19](=[O:20])[O-:21]>>[CH3:1][N:2]([CH2:3][c:4]1[c:5](-[c:10]2[cH:11][cH:12][cH:13][cH:14][cH:15]2)[cH:6][cH:7][cH:8][cH:9]1)[CH2:23][CH:24]=[CH:25][C:26]#[C:27][C:28]([CH3:29])([CH3:30])[CH3:31]. The product is CN(CC=CC#CC(C)(C)C)Cc1ccccc1-c1ccccc1. RXN SMILES: [N:1]1[C:10]2[C:5](=[CH:6][CH:7]=[CH:8][CH:9]=2)[C:4]([CH:11]=O)=[CH:3][CH:2]=1.N[C:14]1[NH:18][CH:17]=[N:16][C:15]=1[C:19]([NH2:21])=[O:20].C(O)(=O)C.C([BH3-])#[N:27].[Na+]>>[N:1]1[C:10]2[C:5](=[CH:6][CH:7]=[CH:8][CH:9]=2)[C:4]([CH2:11][NH:27][C:15]2([C:19]([NH2:21])=[O:20])[CH2:14][NH:18][CH:17]=[N:16]2)=[CH:3][CH:2]=1 |f:3.4|. Yields the product N1=CC=C(C2=CC=CC=C12)CNC1(N=CNC1)C(=O)N (4-[(Quinolin-4-ylmethyl)amino]-1H-imidazole-4-carboxamide), crude material. Starting materials: C(C)(=O)O (acetic acid), C(#N)[BH3-].[Na+] (sodium cyanoborohydride), N1=CC=C(C2=CC=CC=C12)C=O (quinoline-4-carbaldehyde), NC1=C(N=CN1)C(=O)N (5-aminoimidazole-4-carboxamide), C(#N)[BH3-].[Na+] (sodium cyanoborohydride). Procedure details: The title compound was prepared in accordance with the general method described in Example 17(e) using quinoline-4-carbaldehyde (1.0 g, 6.4 mmol), 5-aminoimidazole-4-carboxamide (0.80 g, 6.4 mmol), acetic acid (0.44 mL, 7.6 mmol) and sodium cyanoborohydride (0.48 g, 7.6 mmol) with the exception that after stirring o.n., another portion of sodium cyanoborohydride (0.48 g, 7.6 mmol) was added and the mixture heated to reflux for 4 h. After cooling to r.t., the solution was concentrated in vacuo. A... Starting materials: ClC1OC(=O)C2=C(C=CC=C12)OC1=NC(=CC(=N1)OC)OC (3-chloro-7-[(4,6-dimethoxy-pyrimidin-2-yl)oxy]-phthalide), [S-]C#N.[K+] (potassium thiocyanate), C1COCCOCCOCCOCCOCCO1 (18-crown-6). The solvent is C(C)#N (acetonitrile). Yields the product COC1=NC(=NC(=C1)OC)OC=1C=CC=C2C(OC(=O)C12)SC#N (7-[(4,6-dimethoxy-pyrimidin-2-yl)oxy]-3-thiocyano-phthalide). Reaction SMILES: Cl[CH:2]1[C:11]2[C:6](=[C:7]([O:12][C:13]3[N:18]=[C:17]([O:19][CH3:20])[CH:16]=[C:15]([O:21][CH3:22])[N:14]=3)[CH:8]=[CH:9][CH:10]=2)[C:4](=[O:5])[O:3]1.[S-:23][C:24]#[N:25].[K+].C1OCCOCCOCCOCCOCCOC1>C(#N)C>[CH3:22][O:21][C:15]1[CH:16]=[C:17]([O:19][CH3:20])[N:18]=[C:13]([O:12][C:7]2[CH:8]=[CH:9][CH:10]=[C:11]3[C:6]=2[C:4](=[O:5])[O:3][CH:2]3[S:23][C:24]#[N:25])[N:14]=1 |f:1.2|. Procedure details: A mixture of 1.4 g of 3-chloro-7-[(4,6-dimethoxy-pyrimidin-2-yl)oxy]-phthalide (see Example 85) and 0.46 g of potassium thiocyanate is heated in the presence of a spatula tip of 18-crown-6 in 15 ml of acetonitrile for 4 hours. The mixture is then filtered through Celite®, concentrated by evaporation and chromatographed with 30% ethyl acetate/n-hexane to yield 7-[(4,6-dimethoxy-pyrimidin-2-yl)oxy]-3-thiocyano-phthalide in the form of light-yellow crystals, m.p. 161°-163° C.